Dataset: the Open Reaction Database (ORD), a public repository of structured organic reaction records. Task: describe an organic reaction: reactants, conditions, products, and yield Starting materials: ClCCl, CC(=O)O, CCO, CCOC(=O)Nc1c(F)cc(Cl)c([N+](=O)[O-])c1OC, Cl, [Fe]. Product: CCOC(=O)Nc1c(F)cc(Cl)c(N)c1OC. RXN SMILES: [CH2:28]([Cl:29])[Cl:30].[CH3:20][C:21](=[O:22])[OH:23].[CH3:24][CH2:25][OH:26].[Cl:1][c:2]1[c:3]([N+:17]([O-:18])=[O:19])[c:4]([O:15][CH3:16])[c:5]([NH:9][C:10]([O:11][CH2:12][CH3:13])=[O:14])[c:6]([F:8])[cH:7]1.[ClH:27].[Fe:31]>>[Cl:1][c:2]1[c:3]([NH2:17])[c:4]([O:15][CH3:16])[c:5]([NH:9][C:10]([O:11][CH2:12][CH3:13])=[O:14])[c:6]([F:8])[cH:7]1. Reactants: CC(C)(C)OC(=O)OC(=O)[O-], COC(C)(C)C, CCN(C(C)C)C(C)C, COCCCc1ncc2c(Cl)cc(C(O)C(CC(N=[N+]=[N-])C3CC(C(C)C)C(=O)O3)C(C)C)cn12, C1CCOC1, O, c1ccc(P(c2ccccc2)c2ccccc2)cc1. Yields the product COCCCc1ncc2c(Cl)cc(C(O)C(CC(NC(=O)OC(C)(C)C)C3CC(C(C)C)C(=O)O3)C(C)C)cn12. Reaction SMILES: [C:64](=[O:65])([O:66][C:67]([CH3:68])([CH3:69])[CH3:70])[O:71][C:72]([O-:73])=[O:74].[CH3:80][O:81][C:82]([CH3:83])([CH3:84])[CH3:85].[CH:55]([N:56]([CH2:57][CH3:58])[CH:59]([CH3:60])[CH3:61])([CH3:62])[CH3:63].[N:1](=[N+:2]=[N-:3])[CH:4]([CH2:5][CH:6]([CH:7]([CH3:8])[CH3:9])[CH:10]([OH:11])[c:12]1[cH:13][c:14]([Cl:26])[c:15]2[n:16]([cH:17]1)[c:18]([CH2:21][CH2:22][CH2:23][O:24][CH3:25])[n:19][cH:20]2)[CH:27]1[CH2:28][CH:29]([CH:33]([CH3:34])[CH3:35])[C:30](=[O:32])[O:31]1.[O:75]1[CH2:76][CH2:77][CH2:78][CH2:79]1.[OH2:86].[c:36]1([P:37]([c:38]2[cH:39][cH:40][cH:41][cH:42][cH:43]2)[c:44]2[cH:45][cH:46][cH:47][cH:48][cH:49]2)[cH:50][cH:51][cH:52][cH:53][cH:54]1>>[NH:1]([CH:4]([CH2:5][CH:6]([CH:7]([CH3:8])[CH3:9])[CH:10]([OH:11])[c:12]1[cH:13][c:14]([Cl:26])[c:15]2[n:16]([cH:17]1)[c:18]([CH2:21][CH2:22][CH2:23][O:24][CH3:25])[n:19][cH:20]2)[CH:27]1[CH2:28][CH:29]([CH:33]([CH3:34])[CH3:35])[C:30](=[O:32])[O:31]1)[C:64](=[O:65])[O:66][C:67]([CH3:68])([CH3:69])[CH3:70]. Starting materials: CC(C)(C)OC(=O)N1CCCC1c1nc(Br)cn1COCC[Si](C)(C)C, [Li]C(C)(C)C, O=C=O, C1CCOC1. The product is CC(C)(C)OC(=O)N1CCCC1c1nc(C(=O)O)cn1COCC[Si](C)(C)C. As a reaction SMILES: [C:1]([CH3:2])([CH3:3])([CH3:4])[O:5][C:6](=[O:7])[N:8]1[CH:9]([c:13]2[n:14]([CH2:19][O:20][CH2:21][CH2:22][Si:23]([CH3:24])([CH3:25])[CH3:26])[cH:15][c:16]([Br:18])[n:17]2)[CH2:10][CH2:11][CH2:12]1.[C:27]([Li:28])([CH3:29])([CH3:30])[CH3:31].[C:32](=[O:33])=[O:34].[CH2:35]1[O:36][CH2:37][CH2:38][CH2:39]1>>[C:1]([CH3:2])([CH3:3])([CH3:4])[O:5][C:6](=[O:7])[N:8]1[CH:9]([c:13]2[n:14]([CH2:19][O:20][CH2:21][CH2:22][Si:23]([CH3:24])([CH3:25])[CH3:26])[cH:15][c:16]([C:32](=[O:33])[OH:34])[n:17]2)[CH2:10][CH2:11][CH2:12]1. The reactants are BrC1=CC=C(C=C1)C1=CC=2C=CC3=CC=CC=C3C2C=C1 (2-(4-bromophenyl)phenanthrene), C1(=CC=CC=2C3=CC=CC=C3C=CC12)B(O)O (phenanthrene-1-boronic acid). Yields the product BrC1=CC=C(C=C1)C1=CC=CC=2C3=CC=CC=C3C=CC12 (1-(4-bromophenyl)phenanthrene). Reaction SMILES: [Br:1][C:2]1[CH:7]=[CH:6][C:5]([C:8]2[CH:21]=[CH:20][C:19]3[C:18]4[C:13](=[CH:14][CH:15]=[CH:16][CH:17]=4)[CH:12]=[CH:11][C:10]=3[CH:9]=2)=[CH:4][CH:3]=1.C1(B(O)O)C2C=CC3C(=CC=CC=3)C=2C=CC=1>>[Br:1][C:2]1[CH:7]=[CH:6][C:5]([C:8]2[C:21]3[CH:20]=[CH:19][C:18]4[C:13](=[CH:14][CH:15]=[CH:16][CH:17]=4)[C:12]=3[CH:11]=[CH:10][CH:9]=2)=[CH:4][CH:3]=1. Procedure details: Synthesis was performed in the same manner as in the synthesis of 2-(4-bromophenyl)phenanthrene except that phenanthrene-1-boronic acid was used instead of phenanthrene-2-boronic acid. Starting materials: CN1CCNCC1 (1-methylpiperazine), C(C)(=O)O (Acetic acid), [OH-].[Na+] (NaOH), BrC=1C=C(OC1)C=O (4-bromofuran-2-carbaldehyde), C(C)(=O)O[BH-](OC(C)=O)OC(C)=O.[Na+] (sodium triacetoxyborohydride). The solvent is C1CCOC1 (THF), O (water). Reaction conditions: time 18 hour. The product is BrC=1C=C(OC1)CN1CCN(CC1)C (1-((4-bromofuran-2-yl)methyl)-4-methylpiperazine). As a reaction SMILES: [Br:1][C:2]1[CH:3]=[C:4]([CH:7]=O)[O:5][CH:6]=1.[CH3:9][N:10]1[CH2:15][CH2:14][NH:13][CH2:12][CH2:11]1.C(O[BH-](OC(=O)C)OC(=O)C)(=O)C.[Na+].C(O)(=O)C.[OH-].[Na+]>O.C1COCC1>[Br:1][C:2]1[CH:3]=[C:4]([CH2:7][N:13]2[CH2:14][CH2:15][N:10]([CH3:9])[CH2:11][CH2:12]2)[O:5][CH:6]=1 |f:2.3,5.6|. Procedure: To a stirred mixture of 4-bromofuran-2-carbaldehyde (2.10 g, 12.0 mmol) and THF (10 mL) that was cooled in an ice bath was added 1-methylpiperazine (1.60 ml, 14.4 mmol) dropwise, followed by sodium triacetoxyborohydride (3.81 g, 18.0 mmol) in 3 portions as solid. Acetic acid (0.343 ml, 6.00 mmol) was added, and the reaction was stirred for 18 hours at ambient temperature. The dark mixture was diluted with water (10 mL) and basified to pH>12 by addition of 5N NaOH. The mixture was extracted with ... Yield: 26.6%. RXN SMILES: [F:1][C:2]([F:12])([F:11])[C:3]([CH3:10])([CH3:9])[C:4](=O)[CH2:5][C:6]#[N:7].[OH-:13].[Na+].Cl.[NH2:16]O.C(Cl)(Cl)Cl>O>[F:1][C:2]([F:12])([F:11])[C:3]([C:4]1[CH:5]=[C:6]([NH2:7])[O:13][N:16]=1)([CH3:10])[CH3:9] |f:1.2,3.4|. Yields the product FC(C(C)(C)C1=NOC(=C1)N)(F)F (3-(1,1,1-trifluoro-2-methylpropan-2-yl)isoxazol-5-amine). Run at time 15 minute. The solvent is O (water). Procedure details: 5,5,5-trifluoro-4,4-dimethyl-3-oxopentanenitrile (524 mg, 2.9 mmol) described in Example 259A Steps 1 and 2 was taken in water (2.9 ml), treated with sodium hydroxide (240 mg, 6 mmol) and the resulting solution stirred at rt for 15 min. After this time hydroxylamine hydrochloride (213 mg, 3.07 mmol) was added and the mixture was heated at 80° C. for 2.5 h. After cooling to rt chloroform was added (20 mL) and the organic phase separated. The water phase was back extracted three times, the organic... The reactants are FC(C(C(CC#N)=O)(C)C)(F)F (5,5,5-trifluoro-4,4-dimethyl-3-oxopentanenitrile), C(Cl)(Cl)Cl (chloroform), [OH-].[Na+] (sodium hydroxide), Cl.NO (hydroxylamine hydrochloride). The reactants are CCOc1ccc(Br)cn1, CCCC1CCC(C2CCC(Br)CC2)CC1, C1CCOC1, Cc1ccccc1, [Li]. Product: CCCC1CCC(C2CCC(c3ccc(OCC)nc3)CC2)CC1. RXN SMILES: [Br:25][c:26]1[cH:27][cH:28][c:29]([O:32][CH2:33][CH3:34])[n:30][cH:31]1.[CH2:1]([CH2:2][CH3:3])[CH:4]1[CH2:5][CH2:6][CH:7]([CH:10]2[CH2:11][CH2:12][CH:13]([Br:16])[CH2:14][CH2:15]2)[CH2:8][CH2:9]1.[CH2:35]1[O:36][CH2:37][CH2:38][CH2:39]1.[CH3:18][c:19]1[cH:20][cH:21][cH:22][cH:23][cH:24]1.[Li:17]>>[CH2:1]([CH2:2][CH3:3])[CH:4]1[CH2:5][CH2:6][CH:7]([CH:10]2[CH2:11][CH2:12][CH:13]([c:26]3[cH:27][cH:28][c:29]([O:32][CH2:33][CH3:34])[n:30][cH:31]3)[CH2:14][CH2:15]2)[CH2:8][CH2:9]1. Starting materials: ClC1=NC2=C(C=CC=C2C(=N1)N1CC2=CC=CC=C2CC1C)OC (2-Chloro-8-Methoxy-4-(3-Methyl-1,2,3,4-Tetrahydroisoquinoline-2-Yl )Quinazoline), FC1=CC=C(N)C=C1 (4-fluoroaniline). Run in CN(C=O)C (dimethyl-formamide). Product: Cl.FC1=CC=C(C=C1)NC1=NC2=C(C=CC=C2C(=N1)N1CC2=CC=CC=C2CC1C)OC (2-(4-Fluorophenylamino)-8-Methoxy-4-(3-Methyl-1,2,3,4-Tetrahydroisoquinoline-2-Yl) Quinazoline Hydrochloride). Isolated yield 35.0%. Reaction SMILES: [Cl:1][C:2]1[N:11]=[C:10]([N:12]2[CH:21]([CH3:22])[CH2:20][C:19]3[C:14](=[CH:15][CH:16]=[CH:17][CH:18]=3)[CH2:13]2)[C:9]2[C:4](=[C:5]([O:23][CH3:24])[CH:6]=[CH:7][CH:8]=2)[N:3]=1.[F:25][C:26]1[CH:32]=[CH:31][C:29]([NH2:30])=[CH:28][CH:27]=1>CN(C)C=O>[ClH:1].[F:25][C:26]1[CH:32]=[CH:31][C:29]([NH:30][C:2]2[N:11]=[C:10]([N:12]3[CH:21]([CH3:22])[CH2:20][C:19]4[C:14](=[CH:15][CH:16]=[CH:17][CH:18]=4)[CH2:13]3)[C:9]3[C:4](=[C:5]([O:23][CH3:24])[CH:6]=[CH:7][CH:8]=3)[N:3]=2)=[CH:28][CH:27]=1 |f:3.4|. Procedure: In accordance with the same procedures as in Example 18, except that to a mixture of 1.5 g of the compound (4.4 mM) prepared in Example 12 and 15 ml of dimethyl-formamide, 0.7 ml of 4-fluoroaniline(6.6 mM) was added, 0.7 g of the title compound was prepared. Starting materials: NC=1C=CC(=C(CN2C(O[C@@H]([C@@H]2C)C2=CC(=CC(=C2)C(F)(F)F)C(F)(F)F)=O)C1)Br ((4S,5R)-3-(5-amino-2-bromobenzyl)-5-[3,5-bis(trifluoromethyl)phenyl]-4-methyl-1,3-oxazolidin-2-one), N(=O)OC(C)(C)C (tert-butyl nitrite), CSSC (methyl disulfide). Run at temperature 80 celsius, time 1 hour. Yields the product FC(C=1C=C(C=C(C1)C(F)(F)F)[C@@H]1[C@@H](N(C(O1)=O)CC1=C(C=CC(=C1)SC)Br)C)(F)F ((4S,5R)-5-[3,5-bis(trifluoromethyl)phenyl]-3-[2-bromo-5-(methylthio)benzyl]-4-methyl-1,3-oxazolidin-2-one). RXN SMILES: N[C:2]1[CH:3]=[CH:4][C:5]([Br:30])=[C:6]([CH:29]=1)[CH2:7][N:8]1[C@@H:12]([CH3:13])[C@@H:11]([C:14]2[CH:19]=[C:18]([C:20]([F:23])([F:22])[F:21])[CH:17]=[C:16]([C:24]([F:27])([F:26])[F:25])[CH:15]=2)[O:10][C:9]1=[O:28].N(OC(C)(C)C)=O.[CH3:38][S:39]SC>>[F:25][C:24]([F:27])([F:26])[C:16]1[CH:15]=[C:14]([C@H:11]2[O:10][C:9](=[O:28])[N:8]([CH2:7][C:6]3[CH:29]=[C:2]([S:39][CH3:38])[CH:3]=[CH:4][C:5]=3[Br:30])[C@H:12]2[CH3:13])[CH:19]=[C:18]([C:20]([F:23])([F:22])[F:21])[CH:17]=1. Procedure: To a solution of (4S,5R)-3-(5-amino-2-bromobenzyl)-5-[3,5-bis(trifluoromethyl)phenyl]-4-methyl-1,3-oxazolidin-2-one (457 mg, 0.92 mmol) in methyl disulfide (4 mL) was added tert-butyl nitrite (182 μL, d=0.867, 1.38 mmol). The resulting mixture was stirred at 80° C. for 1 h. An aliquot indicated completion of the reaction. The titled compound was obtained as a glassy material after preparative TLC plates eluted by 25% EtOAc in hexanes. LC-MS: 529.71 (M+1)+. Starting materials: C([O-])([O-])=O.[K+].[K+] (potassium carbonate), COC(=O)C1=CNC2=CC=CC=C12 (3-methoxycarbonyl-1H-indole), ClC1=NC=CC2=CC=CC=C12 (1-chloroisoquinoline). Run in C(C)(=O)OCC (ethyl acetate), CS(=O)C (dimethyl sulphoxide). Run at temperature 20 celsius, time 1 hour. Product: COC(=O)C1=CN(C2=CC=CC=C12)C1=NC=CC2=CC=CC=C12 (3-methoxycarbonyl-1-(isoquinol-1-yl)-1H-indole). Yield: 89.3%. As a reaction SMILES: C(=O)([O-])[O-].[K+].[K+].[CH3:7][O:8][C:9]([C:11]1[C:19]2[C:14](=[CH:15][CH:16]=[CH:17][CH:18]=2)[NH:13][CH:12]=1)=[O:10].Cl[C:21]1[C:30]2[C:25](=[CH:26][CH:27]=[CH:28][CH:29]=2)[CH:24]=[CH:23][N:22]=1>CS(C)=O.C(OCC)(=O)C>[CH3:7][O:8][C:9]([C:11]1[C:19]2[C:14](=[CH:15][CH:16]=[CH:17][CH:18]=2)[N:13]([C:21]2[C:30]3[C:25](=[CH:26][CH:27]=[CH:28][CH:29]=3)[CH:24]=[CH:23][N:22]=2)[CH:12]=1)=[O:10] |f:0.1.2|. Procedure: 1.73 g (12.5 mmol) of potassium carbonate are added at 20° C. under an argon atmosphere to 0.876 g (5 mmol) of 3-methoxycarbonyl-1H-indole in 10 cm3 of dimethyl sulphoxide. After stirring at 20° C. for 1 hour, 0.818 g (5 mmol) of 1-chloroisoquinoline is added. After stirring at 100° C. for 19 hours, the reaction mixture is cooled and diluted with 20 cm3 of ethyl acetate and then washed with 3 times 20 cm3 of water and 20 cm3 of saturated aqueous sodium chloride solution. After separating the pha...